From a dataset of the Open Reaction Database (ORD), a public repository of structured organic reaction records. describe an organic reaction: reactants, conditions, products, and yield Reactants: CC(=O)OC(C)=O, NC(=O)Nc1ccc(S(=O)(=O)Oc2ccccc2)cc1[N+](=O)[O-], O=S(=O)(O)O. Product: CC(=O)NC(=O)Nc1ccc(S(=O)(=O)Oc2ccccc2)cc1[N+](=O)[O-]. RXN SMILES: [CH3:29][C:30](=[O:31])[O:32][C:33](=[O:34])[CH3:35].[O:6]([c:7]1[cH:8][cH:9][cH:10][cH:11][cH:12]1)[S:13](=[O:14])(=[O:15])[c:16]1[cH:17][cH:18][c:19]([NH:25][C:26](=[O:27])[NH2:28])[c:20]([N+:22](=[O:23])[O-:24])[cH:21]1.[S:1](=[O:2])(=[O:3])([OH:4])[OH:5]>>[O:6]([c:7]1[cH:8][cH:9][cH:10][cH:11][cH:12]1)[S:13](=[O:14])(=[O:15])[c:16]1[cH:17][cH:18][c:19]([NH:25][C:26](=[O:27])[NH:28][C:30]([CH3:29])=[O:31])[c:20]([N+:22](=[O:23])[O-:24])[cH:21]1.